This data is from the Open Reaction Database (ORD), a public repository of structured organic reaction records. The task is: describe an organic reaction: reactants, conditions, products, and yield Starting materials: OCCNC1=CC(=CC=C1)C(F)(F)F (N-(2-hydroxy-ethyl)-3-trifluoromethyl-aniline), S(=O)(Cl)Cl (thionyl chloride). The solvent is C(Cl)Cl (methylene chloride). Reaction conditions: temperature 0 celsius. Product: Cl.ClCCNC1=CC(=CC=C1)C(F)(F)F (N-(2-Chloro-ethyl)-3-trifluoromethyl-aniline hydrochoride). Reaction SMILES: O[CH2:2][CH2:3][NH:4][C:5]1[CH:10]=[CH:9][CH:8]=[C:7]([C:11]([F:14])([F:13])[F:12])[CH:6]=1.S(Cl)([Cl:17])=O>C(Cl)Cl>[ClH:17].[Cl:17][CH2:2][CH2:3][NH:4][C:5]1[CH:10]=[CH:9][CH:8]=[C:7]([C:11]([F:14])([F:13])[F:12])[CH:6]=1 |f:3.4|. Procedure details: 20.5 g (0.1 mole of N-(2-hydroxy-ethyl)-3-trifluoromethyl-aniline were taken up in 100 ml of absolute methylene chloride, and the solution was cooled to 0° C. At this temperature 14.3 g (0.12 mol) of thionyl chloride were added dropwise. The reaction mixture was allowed to warm to room temperature while stirring, whereupon it was refluxed, while monitoring by chromatography, until the reaction had gone to completion. After the solvent and the residual thionyl chloride had been removed, the crude... The reactants are Clc1nc2ccccc2o1, Nc1ccc(F)cc1F, C1CCOC1, O. Yields the product Fc1ccc(Nc2nc3ccccc3o2)c(F)c1. As a reaction SMILES: [Cl:1][c:2]1[o:3][c:4]2[c:5]([n:6]1)[cH:7][cH:8][cH:9][cH:10]2.[F:16][c:17]1[c:18]([NH2:19])[cH:20][cH:21][c:22]([F:24])[cH:23]1.[O:11]1[CH2:12][CH2:13][CH2:14][CH2:15]1.[OH2:25]>>[c:2]1([NH:19][c:18]2[c:17]([F:16])[cH:23][c:22]([F:24])[cH:21][cH:20]2)[o:3][c:4]2[c:5]([n:6]1)[cH:7][cH:8][cH:9][cH:10]2. Reactants: COC(=O)CC(=O)OC, CS(C)=O, CCOc1cccc(-c2ccc(F)c([N+](=O)[O-])c2)c1, [H-], [Na+]. Product: CCOc1cccc(-c2ccc(C(C(=O)OC)C(=O)OC)c([N+](=O)[O-])c2)c1. Reaction SMILES: [C:1]([CH2:2][C:3](=[O:4])[O:5][CH3:6])(=[O:7])[O:8][CH3:9].[CH3:31][S:32]([CH3:33])=[O:34].[F:12][c:13]1[c:14]([N+:28](=[O:29])[O-:30])[cH:15][c:16](-[c:19]2[cH:20][c:21]([O:25][CH2:26][CH3:27])[cH:22][cH:23][cH:24]2)[cH:17][cH:18]1.[H-:10].[Na+:11]>>[C:1]([CH:2]([C:3](=[O:4])[O:5][CH3:6])[c:13]1[c:14]([N+:28](=[O:29])[O-:30])[cH:15][c:16](-[c:19]2[cH:20][c:21]([O:25][CH2:26][CH3:27])[cH:22][cH:23][cH:24]2)[cH:17][cH:18]1)(=[O:7])[O:8][CH3:9]. Reactants: C(C)(C)(C)OC(=O)N1CCN(CC1)CC1=CC=C(C=C1)C1=NC=2C(=NC=C(C2N2CCN(CC2)CC=2N=C(SC2)C)Br)N1 (tert-Butyl-4-(4-(6-bromo-7-(4-((2-methylthiazol-4-yl)methyl)piperazin-1-yl)-3H-imidazo[4,5-b]pyridin-2-yl)benzyl)piperazine-1-carboxylate), C(=O)(C(F)(F)F)O (TFA). The solvent is C(Cl)Cl (DCM). Run at time 2 hour. Yields the product BrC=1C(=C2C(=NC1)NC(=N2)C2=CC=C(C=C2)CN2CCNCC2)N2CCN(CC2)CC=2N=C(SC2)C (4-((4-(6-Bromo-2-(4-(piperazin-1-ylmethyl)phenyl)-3H-imidazo[4,5-b]pyridin-7-yl)piperazin-1-yl)methyl)-2-methylthiazole). The yield is 90.8%. As a reaction SMILES: C(OC([N:8]1[CH2:13][CH2:12][N:11]([CH2:14][C:15]2[CH:20]=[CH:19][C:18]([C:21]3[NH:43][C:24]4=[N:25][CH:26]=[C:27]([Br:42])[C:28]([N:29]5[CH2:34][CH2:33][N:32]([CH2:35][C:36]6[N:37]=[C:38]([CH3:41])[S:39][CH:40]=6)[CH2:31][CH2:30]5)=[C:23]4[N:22]=3)=[CH:17][CH:16]=2)[CH2:10][CH2:9]1)=O)(C)(C)C.C(O)(C(F)(F)F)=O>C(Cl)Cl>[Br:42][C:27]1[C:28]([N:29]2[CH2:30][CH2:31][N:32]([CH2:35][C:36]3[N:37]=[C:38]([CH3:41])[S:39][CH:40]=3)[CH2:33][CH2:34]2)=[C:23]2[N:22]=[C:21]([C:18]3[CH:19]=[CH:20][C:15]([CH2:14][N:11]4[CH2:12][CH2:13][NH:8][CH2:9][CH2:10]4)=[CH:16][CH:17]=3)[NH:43][C:24]2=[N:25][CH:26]=1. Procedure details: tert-Butyl-4-(4-(6-bromo-7-(4-((2-methylthiazol-4-yl)methyl)piperazin-1-yl)-3H-imidazo[4,5-b]pyridin-2-yl)benzyl)piperazine-1-carboxylate (0.022 g, 0.033 mmol) was suspended in DCM (2.0 mL) and the mixture cooled in an ice bath. TFA (0.5 mL) was added and the resulting solution was allowed to warm up to room temperature and stirred for 2 h. The mixture was passed through an SCX column (5 g), washed with methanol and then eluted with ammonia (0.2M) in methanol. The filtrate was collected and the ... Reactants: C1CCOC1, CC(C)(C)OC(=O)N1CCC2(CC1)NC(=O)C(Cc1ccccc1)N2, [Cl-], ClCc1ccccc1, [H-], [NH4+], [Na+]. The product is CC(C)(C)OC(=O)N1CCC2(CC1)NC(Cc1ccccc1)C(=O)N2Cc1ccccc1. Reaction SMILES: [CH2:38]1[O:39][CH2:40][CH2:41][CH2:42]1.[CH2:3]([c:4]1[cH:5][cH:6][cH:7][cH:8][cH:9]1)[CH:10]1[C:11](=[O:27])[NH:12][C:13]2([NH:14]1)[CH2:15][CH2:16][N:17]([C:20](=[O:21])[O:22][C:23]([CH3:24])([CH3:25])[CH3:26])[CH2:18][CH2:19]2.[Cl-:36].[Cl:28][CH2:29][c:30]1[cH:31][cH:32][cH:33][cH:34][cH:35]1.[H-:2].[NH4+:37].[Na+:1]>>[CH2:3]([c:4]1[cH:5][cH:6][cH:7][cH:8][cH:9]1)[CH:10]1[C:11](=[O:27])[N:12]([CH2:29][c:30]2[cH:31][cH:32][cH:33][cH:34][cH:35]2)[C:13]2([NH:14]1)[CH2:15][CH2:16][N:17]([C:20](=[O:21])[O:22][C:23]([CH3:24])([CH3:25])[CH3:26])[CH2:18][CH2:19]2.